From a dataset of the Open Reaction Database (ORD), a public repository of structured organic reaction records. describe an organic reaction: reactants, conditions, products, and yield Reactants: C(=S)(N1C=NC=C1)N1C=NC=C1 (thiocarbonyldiimidazole), N1(CCNCC1)C(=O)OC(C)(C)C (1,1-dimethylethyl 1-piperazinecarboxylate). Run in O1CCCC1 (tetrahydrofuran). Conditions: time 2 hour. Product: NC(N1CCN(CC1)C(=O)OC(C)(C)C)=S (1,1-dimethylethyl 4-(aminothioxomethyl)-1-piperazine-carboxylate). The yield is 56.9%. RXN SMILES: [C:1](N1C=CN=C1)([N:3]1C=CN=C1)=[S:2].[N:13]1([C:19]([O:21][C:22]([CH3:25])([CH3:24])[CH3:23])=[O:20])[CH2:18][CH2:17][NH:16][CH2:15][CH2:14]1>O1CCCC1>[NH2:3][C:1](=[S:2])[N:16]1[CH2:17][CH2:18][N:13]([C:19]([O:21][C:22]([CH3:25])([CH3:24])[CH3:23])=[O:20])[CH2:14][CH2:15]1. Reported procedure: To a solution of thiocarbonyldiimidazole (2.1 g, 11.8 mmol) in tetrahydrofuran (30 mL) at room temperature, was added 1,1-dimethylethyl 1-piperazinecarboxylate (2 g, 10.75 mmol). The reaction mixture was stirred at room temperature for 2 h and then heated to 55° C. for additional 2 h. The reaction mixture was cooled to room temperature, and concentrated under reduced pressure until approximately 20 mL of tetrahydrofuran remained. The residue was then treated with a 2 M solution of ammonia in met... Run in CS(=O)C (dimethylsulfoxide). Yield: 88.0%. Starting materials: CSC=1N=CC2=C(N1)N(C=C(C2=O)C(=O)O)CCC (5,8-dihydro-2-methylthio-8-n-propyl-5-oxopyrido[2,3-d]pyrimidine-6-carboxylic acid), O.O.O.O.O.O.N1CCNCC1 (piperazine hexahydrate). RXN SMILES: CS[C:3]1[N:4]=[CH:5][C:6]2[C:12](=[O:13])[C:11]([C:14]([OH:16])=[O:15])=[CH:10][N:9]([CH2:17][CH2:18][CH3:19])[C:7]=2[N:8]=1.O.O.O.O.O.O.[NH:26]1[CH2:31][CH2:30][NH:29][CH2:28][CH2:27]1>CS(C)=O>[N:26]1([C:3]2[N:4]=[CH:5][C:6]3[C:12](=[O:13])[C:11]([C:14]([OH:16])=[O:15])=[CH:10][N:9]([CH2:17][CH2:18][CH3:19])[C:7]=3[N:8]=2)[CH2:31][CH2:30][NH:29][CH2:28][CH2:27]1 |f:1.2.3.4.5.6.7|. Product: N1(CCNCC1)C=1N=CC2=C(N1)N(C=C(C2=O)C(=O)O)CCC (5,8-Dihydro-2-(1-piperazinyl)-8-n-propyl-5-oxopyrido[2,3-d]pyrimidine-6-carboxylic acid). Procedure: A mixture containing 1.40 g of 5,8-dihydro-2-methylthio-8-n-propyl-5-oxopyrido[2,3-d]pyrimidine-6-carboxylic acid, 2.94 g of piperazine hexahydrate, and 20 ml of dimethylsulfoxide was heated at 100 - 110°C for 1.5 hours. The precipitate was collected, washed with ethanol, and then recrystallized from water to yield 1.40 g of the product, as colorless needles, m.p. 259°- 261°C.